Dataset: the Open Reaction Database (ORD), a public repository of structured organic reaction records. Task: describe an organic reaction: reactants, conditions, products, and yield Reactants: CC1=C(C(=CC=C1)C)NC(=S)NC1C(C1)C1=CC=C(C=C1)C1=NN(C=N1)C1=CC=C(C=C1)OC(F)(F)F (1-(2,6-dimethylphenyl)-3-(2-(4-(1-(4-(trifluoromethoxy)-phenyl)-1H-1,2,4-triazol-3-yl)phenyl)cyclopropyl)thiourea), C(C(C)C)(=O)OCCl (chloromethyl isobutyrate). The solvent is C(Cl)(Cl)Cl (chloroform). Run at temperature 100 celsius. Yields the product C(C(C)C)(=O)OCS\C(\NC1C(C1)C1=CC=C(C=C1)C1=NN(C=N1)C1=CC=C(C=C1)OC(F)(F)F)=N/C1=C(C=CC=C1C)C ((Z)—(N′-(2,6-dimethylphenyl)-N-(2-(4-(1-(4-(trifluoromethoxy)phenyl)-1H-1,2,4-triazol-3-yl)phenyl)cyclopropyl)-carbamimidoylthio)methyl isobutyrate). Yield: 19.4%. As a reaction SMILES: [CH3:1][C:2]1[CH:7]=[CH:6][CH:5]=[C:4]([CH3:8])[C:3]=1[NH:9][C:10]([NH:12][CH:13]1[CH2:15][CH:14]1[C:16]1[CH:21]=[CH:20][C:19]([C:22]2[N:26]=[CH:25][N:24]([C:27]3[CH:32]=[CH:31][C:30]([O:33][C:34]([F:37])([F:36])[F:35])=[CH:29][CH:28]=3)[N:23]=2)=[CH:18][CH:17]=1)=[S:11].[C:38]([O:43][CH2:44]Cl)(=[O:42])[CH:39]([CH3:41])[CH3:40]>C(Cl)(Cl)Cl>[C:38]([O:43][CH2:44][S:11]/[C:10](=[N:9]\[C:3]1[C:4]([CH3:8])=[CH:5][CH:6]=[CH:7][C:2]=1[CH3:1])/[NH:12][CH:13]1[CH2:15][CH:14]1[C:16]1[CH:17]=[CH:18][C:19]([C:22]2[N:26]=[CH:25][N:24]([C:27]3[CH:28]=[CH:29][C:30]([O:33][C:34]([F:36])([F:37])[F:35])=[CH:31][CH:32]=3)[N:23]=2)=[CH:20][CH:21]=1)(=[O:42])[CH:39]([CH3:41])[CH3:40]. Reported procedure: To a solution of 1-(2,6-dimethylphenyl)-3-(2-(4-(1-(4-(trifluoromethoxy)-phenyl)-1H-1,2,4-triazol-3-yl)phenyl)cyclopropyl)thiourea (75 mg, 0.143 mmol) in chloroform (CHCl3; 0.72 mL) was added chloromethyl isobutyrate (31.1 mg, 0.172 mmol). The mixture was heated at 100° C. for 1 h. The mixture was cooled to 25° C., and the residue was purified by silica gel chromatography (EtOAc-hexanes gradient) to afford the title compound (17.3 mg, 19%) as a yellow oil: IR νmax 3332 (br), 3124, 2976, 2939, 17... Reactants: [Si](C)(C)(C(C)(C)C)O[C@@H]1CC[C@H](CC1)N1N=CC(=C1C=O)I (1-(trans-4-{[tert-butyl(dimethyl)silyl]oxy}cyclohexyl)-4-iodo-1H-pyrazole-5-carbaldehyde), CCO (EtOH), [BH4-].[Na+] (sodium borohydride). Reaction conditions: time 10 minute. The product is [Si](C)(C)(C(C)(C)C)O[C@@H]1CC[C@H](CC1)N1N=CC(=C1CO)I ([1-(Trans-4-{[tert-butyl(dimethyl)silyl]oxy}cyclohexyl)-4-iodo-1H-pyrazol-5-yl]methanol). Reaction SMILES: [Si:1]([O:8][C@H:9]1[CH2:14][CH2:13][C@H:12]([N:15]2[C:19]([CH:20]=[O:21])=[C:18]([I:22])[CH:17]=[N:16]2)[CH2:11][CH2:10]1)([C:4]([CH3:7])([CH3:6])[CH3:5])([CH3:3])[CH3:2].CCO.[BH4-].[Na+]>>[Si:1]([O:8][C@H:9]1[CH2:10][CH2:11][C@H:12]([N:15]2[C:19]([CH2:20][OH:21])=[C:18]([I:22])[CH:17]=[N:16]2)[CH2:13][CH2:14]1)([C:4]([CH3:7])([CH3:5])[CH3:6])([CH3:3])[CH3:2] |f:2.3|. Procedure: To a solution of 1-(trans-4-{[tert-butyl(dimethyl)silyl]oxy}cyclohexyl)-4-iodo-1H-pyrazole-5-carbaldehyde (50.0 mg, 0.115 mmol) in EtOH (3 mL, 50 mmol) was added sodium borohydride (6.53 mg, 0.173 mmol) at rt, and the mixture was stirred for 10 min. The solution was dry-loaded onto silica gel and purified via column chromatography, eluting with 3-5% EtOH/heptane. The fractions containing the pure product were concentrated in vacuo to afford the title compound as a white solid. MS (ES+): m/z=437.... The reactants are CCO, CCOC(=O)CCN(C)C(=O)c1ccc(NC(CC(C)C)c2cc(-c3ccc(OC)cc3)oc2C)cc1, CCCCCC. Yields the product COc1ccc(-c2cc(C(CC(C)C)Nc3ccc(C(=O)N(C)CCC(=O)O)cc3)c(C)o2)cc1. RXN SMILES: [CH2:44]([OH:45])[CH3:46].[CH3:1][O:2][c:3]1[cH:4][cH:5][c:6](-[c:9]2[cH:10][c:11]([CH:15]([CH2:16][CH:17]([CH3:18])[CH3:19])[NH:20][c:21]3[cH:22][cH:23][c:24]([C:27](=[O:28])[N:29]([CH2:30][CH2:31][C:32](=[O:33])[O:34][CH2:35][CH3:36])[CH3:37])[cH:25][cH:26]3)[c:12]([CH3:14])[o:13]2)[cH:7][cH:8]1.[CH3:38][CH2:39][CH2:40][CH2:41][CH2:42][CH3:43]>>[CH3:1][O:2][c:3]1[cH:4][cH:5][c:6](-[c:9]2[cH:10][c:11]([CH:15]([CH2:16][CH:17]([CH3:18])[CH3:19])[NH:20][c:21]3[cH:22][cH:23][c:24]([C:27](=[O:28])[N:29]([CH2:30][CH2:31][C:32](=[O:33])[OH:34])[CH3:37])[cH:25][cH:26]3)[c:12]([CH3:14])[o:13]2)[cH:7][cH:8]1. Starting materials: CO, Cl, CC(C)(C)OC(=O)N1CCc2nc(Nc3ccc(-c4cnco4)cc3)nc(NCC3CCOCC3)c2C1. Yields the product c1ncc(-c2ccc(Nc3nc4c(c(NCC5CCOCC5)n3)CNCC4)cc2)o1. RXN SMILES: [CH3:39][OH:40].[ClH:38].[o:1]1[cH:2][n:3][cH:4][c:5]1-[c:6]1[cH:7][cH:8][c:9]([NH:12][c:13]2[n:14][c:15]([NH:30][CH2:31][CH:32]3[CH2:33][CH2:34][O:35][CH2:36][CH2:37]3)[c:16]3[c:17]([n:18]2)[CH2:19][CH2:20][N:21]([C:23]([O:24][C:25]([CH3:26])([CH3:27])[CH3:28])=[O:29])[CH2:22]3)[cH:10][cH:11]1>>[o:1]1[cH:2][n:3][cH:4][c:5]1-[c:6]1[cH:7][cH:8][c:9]([NH:12][c:13]2[n:14][c:15]([NH:30][CH2:31][CH:32]3[CH2:33][CH2:34][O:35][CH2:36][CH2:37]3)[c:16]3[c:17]([n:18]2)[CH2:19][CH2:20][NH:21][CH2:22]3)[cH:10][cH:11]1. Starting materials: [F-].[Cs+] (caesium fluoride), O1C(=NC2=C1C=CC=C2)C=2C(=NC=C(C2)Br)N (3-(1,3-benzoxazol-2-yl)-5-bromo-pyridin-2-amine), CC1=NNC(=C1B1OC(C(O1)(C)C)(C)C)C (3,5-dimethyl-4-(4,4,5,5-tetramethyl-1,3,2-dioxaborolan-2-yl)-1H-pyrazole). The reagents and catalysts are [Pd](Cl)Cl.C1(=CC=CC=C1)P(C1=CC=CC=C1)C1=CC=CC=C1.C1(=CC=CC=C1)P(C1=CC=CC=C1)C1=CC=CC=C1 (Bis(triphenylphosphine) palladium (II) chloride). Run in CO (Methanol). Conditions: temperature 140 celsius, time 2 hour. The product is O1C(=NC2=C1C=CC=C2)C=2C(=NC=C(C2)C=2C(=NNC2C)C)N (3-(1,3-benzoxazol-2-yl)-5-(3,5-dimethyl-1H-pyrazol-4-yl)pyridin-2-amine). The yield is 16.3%. Reaction SMILES: [F-].[Cs+].[O:3]1[C:7]2[CH:8]=[CH:9][CH:10]=[CH:11][C:6]=2[N:5]=[C:4]1[C:12]1[C:13]([NH2:19])=[N:14][CH:15]=[C:16](Br)[CH:17]=1.[CH3:20][C:21]1[C:25](B2OC(C)(C)C(C)(C)O2)=[C:24]([CH3:35])[NH:23][N:22]=1>CO.[Pd](Cl)Cl.C1(P(C2C=CC=CC=2)C2C=CC=CC=2)C=CC=CC=1.C1(P(C2C=CC=CC=2)C2C=CC=CC=2)C=CC=CC=1>[O:3]1[C:7]2[CH:8]=[CH:9][CH:10]=[CH:11][C:6]=2[N:5]=[C:4]1[C:12]1[C:13]([NH2:19])=[N:14][CH:15]=[C:16]([C:25]2[C:21]([CH3:20])=[N:22][NH:23][C:24]=2[CH3:35])[CH:17]=1 |f:0.1,5.6.7|. Procedure: Bis(triphenylphosphine) palladium (II) chloride (85 mg) and caesium fluoride (1.1 g) were added to a degassed solution of 3-(1,3-benzoxazol-2-yl)-5-bromo-pyridin-2-amine (700 mg) and 3,5-dimethyl-4-(4,4,5,5-tetramethyl-1,3,2-dioxaborolan-2-yl)-1H-pyrazole (563 mg) in Methanol (14 ml). The suspension was stirred at 140° C. for 2 hours in a 300 W microwave. The mixture was adsorbed on silica gel and purified by flash chromatography on silica gel eluting with 5 to 10% methanol in dichloromethane. T... Starting materials: C1CCOC1, O=C(Cl)Cc1ccc(F)cc1, CC(C)C(=O)Nc1cccc(C2CCN(CCCN)CC2)c1. Yields the product CC(C)C(=O)Nc1cccc(C2CCN(CCCNC(=O)Cc3ccc(F)cc3)CC2)c1. As a reaction SMILES: [CH2:34]1[O:35][CH2:36][CH2:37][CH2:38]1.[F:23][c:24]1[cH:25][cH:26][c:27]([CH2:30][C:31](=[O:32])[Cl:33])[cH:28][cH:29]1.[NH2:1][CH2:2][CH2:3][CH2:4][N:5]1[CH2:6][CH2:7][CH:8]([c:11]2[cH:12][c:13]([NH:17][C:18]([CH:19]([CH3:20])[CH3:21])=[O:22])[cH:14][cH:15][cH:16]2)[CH2:9][CH2:10]1>>[NH:1]([CH2:2][CH2:3][CH2:4][N:5]1[CH2:6][CH2:7][CH:8]([c:11]2[cH:12][c:13]([NH:17][C:18]([CH:19]([CH3:20])[CH3:21])=[O:22])[cH:14][cH:15][cH:16]2)[CH2:9][CH2:10]1)[C:31]([CH2:30][c:27]1[cH:26][cH:25][c:24]([F:23])[cH:29][cH:28]1)=[O:32]. Reactants: ClCCl, C[Si](C)(C)N=C=O, CCOc1cc(N)c(Cl)cc1C(=O)NCC1CN(CC2CCNCC2)CCO1. Product: CCOc1cc(N)c(Cl)cc1C(=O)NCC1CN(CC2CCN(C(N)=O)CC2)CCO1. Reaction SMILES: [CH2:36]([Cl:37])[Cl:38].[CH3:29][Si:30]([CH3:31])([CH3:32])[N:33]=[C:34]=[O:35].[NH2:1][c:2]1[cH:3][c:4]([O:26][CH2:27][CH3:28])[c:5]([C:6](=[O:7])[NH:8][CH2:9][CH:10]2[O:11][CH2:12][CH2:13][N:14]([CH2:16][CH:17]3[CH2:18][CH2:19][NH:20][CH2:21][CH2:22]3)[CH2:15]2)[cH:23][c:24]1[Cl:25]>>[NH2:1][c:2]1[cH:3][c:4]([O:26][CH2:27][CH3:28])[c:5]([C:6](=[O:7])[NH:8][CH2:9][CH:10]2[O:11][CH2:12][CH2:13][N:14]([CH2:16][CH:17]3[CH2:18][CH2:19][N:20]([C:34]([NH2:33])=[O:35])[CH2:21][CH2:22]3)[CH2:15]2)[cH:23][c:24]1[Cl:25]. Reactants: N1(C=NC=C1)CC1=CNC2=CC=CC=C12 (3-(imidazol-1-ylmethyl)indole), C(C)(=O)N1C=NC=C1 (1-acetylimidazole). Yields the product C(C)(=O)N1C=C(C2=CC=CC=C12)CN1C=NC=C1 (1-acetyl-3-(imidazol-1-ylmethyl)indole). Yield: 42.5%. RXN SMILES: [N:1]1([CH2:6][C:7]2[C:15]3[C:10](=[CH:11][CH:12]=[CH:13][CH:14]=3)[NH:9][CH:8]=2)[CH:5]=[CH:4][N:3]=[CH:2]1.[C:16](N1C=CN=C1)(=[O:18])[CH3:17]>>[C:16]([N:9]1[C:10]2[C:15](=[CH:14][CH:13]=[CH:12][CH:11]=2)[C:7]([CH2:6][N:1]2[CH:5]=[CH:4][N:3]=[CH:2]2)=[CH:8]1)(=[O:18])[CH3:17]. Procedure: A mixture consisting of 3-(imidazol-1-ylmethyl)indole (0.97 g) and 1-acetylimidazole (1.10 g) was heated on a steam bath for a period of 3.5 hours to give an orange oil, which soon solidied on cooling. The resulting solid product was then chromatographed on silica gel. Elution with chloroform first gave some minor impurity, followed by the pure product. The product-containing fractions were then combined and subsequently evaporated to dryness while under reduced pressure to afford a solid residu... Reactants: Br.Br.FC1=CC=C(C=C1)CN1C(=NC2=NC=NC(=C12)O)CC1CCNCC1 (7-[(4-fluorophenyl)methyl]-8-(4-piperidinylmethyl)-7H-purin-6-ol dihydrobromide), C([O-])([O-])=O.[Na+].[Na+] (sodium carbonate), O1C(COC2=C1C=CC=C2)CO.CC1=CC=C(C=C1)S(=O)(=O)[O-] (2,3-dihydro-1,4-benzodioxin-2-methanol 4-methylbenzenesulfonate). The solvent is CN(C=O)C (N,N-dimethylformamide). Yields the product O1C(COC2=C1C=CC=C2)CN2CCC(CC2)CC2=NC1=NC=NC(=C1N2CC2=CC=C(C=C2)F)O (8-[[1-[(2,3-dihydro-1,4-benzodioxin-2-yl)methyl]-4-piperidinyl]methyl]-7-[(4-fluorophenyl) methyl]-7H-purin-6-ol). The yield is 34.0%. Reaction SMILES: [O:1]1[C:6]2[CH:7]=[CH:8][CH:9]=[CH:10][C:5]=2[O:4][CH2:3][CH:2]1[CH2:11]O.CC1C=CC(S([O-])(=O)=O)=CC=1.Br.Br.[F:26][C:27]1[CH:32]=[CH:31][C:30]([CH2:33][N:34]2[C:42]3[C:37](=[N:38][CH:39]=[N:40][C:41]=3[OH:43])[N:36]=[C:35]2[CH2:44][CH:45]2[CH2:50][CH2:49][NH:48][CH2:47][CH2:46]2)=[CH:29][CH:28]=1.C(=O)([O-])[O-].[Na+].[Na+]>CN(C)C=O>[O:1]1[C:6]2[CH:7]=[CH:8][CH:9]=[CH:10][C:5]=2[O:4][CH2:3][CH:2]1[CH2:11][N:48]1[CH2:47][CH2:46][CH:45]([CH2:44][C:35]2[N:34]([CH2:33][C:30]3[CH:29]=[CH:28][C:27]([F:26])=[CH:32][CH:31]=3)[C:42]3[C:37](=[N:38][CH:39]=[N:40][C:41]=3[OH:43])[N:36]=2)[CH2:50][CH2:49]1 |f:0.1,2.3.4,5.6.7|. Procedure details: A mixture of 3.2 parts of 2,3-dihydro-1,4-benzodioxin-2-methanol 4-methylbenzenesulfonate {ester}. 4.5 parts of 7-[(4-fluorophenyl)methyl]-8-(4-piperidinylmethyl)-7H-purin-6-ol dihydrobromide, 4 parts of sodium carbonate and 45 parts of N,N-dimethylformamide was stirred overnight at 70° C. After cooling, the reaction mixture was filtered over diatomaceous earth and the filtrate was evaporated. The residue was purified by column chromatography over silica gel using a mixture of trichloromethane a...